Dataset: the Open Reaction Database (ORD), a public repository of structured organic reaction records. Task: describe an organic reaction: reactants, conditions, products, and yield The reactants are C(C#C)(=O)OC (methyl propiolate), COC1=CC=C(C(N)=NO)C=C1 (p-methoxybenzamidoxime). Run in CO (CH3OH). Reaction conditions: time 8 hour. Yields the product C(=O)(OC)C=1N=C(NC1)C1=CC=C(C=C1)OC (4-Carbomethoxy-2-(p-methoxyphenyl)imidazole). Isolated yield 30.1%. RXN SMILES: [C:1]([O:5][CH3:6])(=[O:4])[C:2]#[CH:3].[CH3:7][O:8][C:9]1[CH:18]=[CH:17][C:12]([C:13](=[N:15]O)[NH2:14])=[CH:11][CH:10]=1>CO>[C:1]([C:2]1[N:14]=[C:13]([C:12]2[CH:17]=[CH:18][C:9]([O:8][CH3:7])=[CH:10][CH:11]=2)[NH:15][CH:3]=1)([O:5][CH3:6])=[O:4]. Reported procedure: A solution of methyl propiolate (25.4 g, 0.3 mol), p-methoxybenzamidoxime (50 g, 0.3 mol) and CH3OH (700 ml) was heated at reflux with stirring. After 8 hours, the reaction mixture was concentrated to dryness, and the residue treated with diphenyl ether (300 ml) and heated at reflux. After 2.5 hours, the reaction mixture was poured in C6H14 (2 L) and allowed to stand. The C6H14 was decanted off and the residue chromatographed on silica gel. The product was eluted with 2% CH3OH--CHCl3 to yield 21... Starting materials: COC(CCCC(C1C[C@H]2[C@H](C[C@H]([C@@H]2\C=C\C(CCCCC)(C)O)O)O1)I)=O ((13E)-(5RS,6RS,9α,11α,15RS)-5-iodo-6,9-epoxy-11,15-dihydroxy-15-methylprost-13-enoic acid methyl ester), O1CCCC=C1 (2,3-dihydropyran), C([O-])(O)=O.[Na+] (sodium bicarbonate). The reagents and catalysts are C1(=CC=C(C=C1)S(=O)(=O)O)C (p-toluenesulphonic acid). Run in C(Cl)Cl (methylene chloride). Run at temperature -4 celsius, time 4.5 hour. Yields the product COC(CCCC(C1C[C@H]2[C@H](C[C@H]([C@@H]2\C=C\C(CCCCC)(C)OC2OCCCC2)OC2OCCCC2)O1)I)=O ((13E)-(5RS,6RS,9α,11α,15RS)-5-Iodo-6,9-epoxy-11,15-bis(tetrahydropyran-2-yloxy)-15-methylprost-13-enoic acid methyl ester). As a reaction SMILES: [CH3:1][O:2][C:3](=[O:28])[CH2:4][CH2:5][CH2:6][CH:7]([I:27])[CH:8]1[O:26][C@H:11]2[CH2:12][C@@H:13]([OH:25])[C@H:14](/[CH:15]=[CH:16]/[C:17]([OH:24])([CH3:23])[CH2:18][CH2:19][CH2:20][CH2:21][CH3:22])[C@H:10]2[CH2:9]1.[O:29]1[CH:34]=[CH:33][CH2:32][CH2:31][CH2:30]1.[C:35](=[O:38])(O)[O-].[Na+]>C(Cl)Cl.C1(C)C=CC(S(O)(=O)=O)=CC=1>[CH3:1][O:2][C:3](=[O:28])[CH2:4][CH2:5][CH2:6][CH:7]([I:27])[CH:8]1[O:26][C@H:11]2[CH2:12][C@@H:13]([O:25][CH:6]3[CH2:5][CH2:4][CH2:3][CH2:35][O:38]3)[C@H:14](/[CH:15]=[CH:16]/[C:17]([O:24][CH:34]3[CH2:33][CH2:32][CH2:31][CH2:30][O:29]3)([CH3:23])[CH2:18][CH2:19][CH2:20][CH2:21][CH3:22])[C@H:10]2[CH2:9]1 |f:2.3|. Reported procedure: To a solution of 1.067 g of (13E)-(5RS,6RS,9α,11α,15RS)-5-iodo-6,9-epoxy-11,15-dihydroxy-15-methylprost-13-enoic acid methyl ester [prepared as described in Reference Example 2(c)] in 20 ml of methylene chloride were added 1.4 mg of p-toluenesulphonic acid and 1.337 g of 2,3-dihydropyran and the mixture was stirred at -4° C. for 4.5 hours. The reaction mixture was then neutralised with an aqueous solution of sodium bicarbonate and extracted with chloroform. The extract was dried over magnesium s... The reactants are ClC1=NC=NC(=C1)OCC#CC (4-chloro-6-(2-butynyloxy)pyrimidine), C([O-])([O-])=O.[K+].[K+] (potassium carbonate), FC1=CC=C(C=C1)O (4-fluorophenol), [Cl-].[NH4+] (ammonium chloride). Solvent: CN(C=O)C (N,N-dimethylformamide). Run at temperature 60 celsius, time 7 hour. The product is FC1=CC=C(OC2=NC=NC(=C2)OCC#CC)C=C1 (4-(4-fluorophenoxy)-6-(2-butynyloxy)pyrimidine). The yield is 67.2%. Reaction SMILES: Cl[C:2]1[CH:7]=[C:6]([O:8][CH2:9][C:10]#[C:11][CH3:12])[N:5]=[CH:4][N:3]=1.C(=O)([O-])[O-].[K+].[K+].[F:19][C:20]1[CH:25]=[CH:24][C:23]([OH:26])=[CH:22][CH:21]=1.[Cl-].[NH4+]>CN(C)C=O>[F:19][C:20]1[CH:25]=[CH:24][C:23]([O:26][C:2]2[CH:7]=[C:6]([O:8][CH2:9][C:10]#[C:11][CH3:12])[N:5]=[CH:4][N:3]=2)=[CH:22][CH:21]=1 |f:1.2.3,5.6|. Procedure details: To 2 ml of N,N-dimethylformamide were added 0.2 g of 4-chloro-6-(2-butynyloxy)pyrimidine, 0.23 g of potassium carbonate, and 0.15 g of 4-fluorophenol, followed by stirring at 60° C. for 7 hours. The reaction mixture was then left for cooling to room temperature and poured into a saturated aqueous ammonium chloride solution, which was extracted three times with chloroform. The chloroform layers were combined, washed with diluted hydrochloric acid and then with water, and dried over anhydrous magn... Reactants: C(C)(=O)Cl (acetyl chloride), [Cl-].[Al+3].[Cl-].[Cl-] (aluminum chloride), CC1=CC=C(C=C1)N1N=C2C3=C(CCC2=CC1=O)SC=C3 (5,6-dihydro-2-(4-methylphenyl)thieno-[2,3-h]cinnolin-3(2H)-one). Solvent: C(Cl)Cl (methylene chloride), C(Cl)Cl (methylene chloride). Reaction conditions: time 10 minute. Product: C(C)(=O)C1=CC2=C(CCC3=CC(N(N=C23)C2=CC=C(C=C2)C)=O)S1 (8-acetyl-5,6-dihydro-2-(4-methylphenyl)thieno-[2,3-h]cinnolin-3(2H)-one). Reaction SMILES: [Cl-].[Al+3].[Cl-].[Cl-].[C:5](Cl)(=[O:7])[CH3:6].[CH3:9][C:10]1[CH:15]=[CH:14][C:13]([N:16]2[C:25](=[O:26])[CH:24]=[C:23]3[C:18]([C:19]4[CH:29]=[CH:28][S:27][C:20]=4[CH2:21][CH2:22]3)=[N:17]2)=[CH:12][CH:11]=1>C(Cl)Cl>[C:5]([C:28]1[S:27][C:20]2[CH2:21][CH2:22][C:23]3[C:18]([C:19]=2[CH:29]=1)=[N:17][N:16]([C:13]1[CH:12]=[CH:11][C:10]([CH3:9])=[CH:15][CH:14]=1)[C:25](=[O:26])[CH:24]=3)(=[O:7])[CH3:6] |f:0.1.2.3|. Reported procedure: To a suspension of 6.4 g of aluminum chloride in methylene chloride was added 2.3 ml of acetyl chloride under ice-cooling and the mixture was stirred for 10 minutes. A solution of 4.7 g of 5,6-dihydro-2-(4-methylphenyl)thieno-[2,3-h]cinnolin-3(2H)-one in methylene chloride was added thereto, the mixture was stirred at room temperature for 30 minutes and then refluxed for an hour. The mixture was poured into ice-cold water and extracted with chloroform. The extract was washed with water, dried ov... The reactants are C1(CC1)S(=O)(=O)C1=CC=C(C=C1)C(CC1CCOCC1)C1=CC=C(N1)C(=O)OCC (ethyl 5-{1-[4-(cyclopropylsulfonyl)phenyl]-2-(tetrahydro-2H-pyran-4-yl)ethyl}-1H-pyrrole-2-carboxylate), C(C)O (ethanol), [OH-].[Na+] (sodium hydroxide). Run in O1CCCC1 (tetrahydrofuran). Reaction conditions: temperature 70 celsius, time 3 hour. Yields the product C1(CC1)S(=O)(=O)C1=CC=C(C=C1)C(CC1CCOCC1)C1=CC=C(N1)C(=O)O (5-{1-[4-(cyclopropylsulfonyl)phenyl]-2-(tetrahydro-2H-pyran-4-yl)ethyl}-1H-pyrrole-2-carboxylic acid). The yield is 92.7%. As a reaction SMILES: [CH:1]1([S:4]([C:7]2[CH:12]=[CH:11][C:10]([CH:13]([C:21]3[NH:25][C:24]([C:26]([O:28]CC)=[O:27])=[CH:23][CH:22]=3)[CH2:14][CH:15]3[CH2:20][CH2:19][O:18][CH2:17][CH2:16]3)=[CH:9][CH:8]=2)(=[O:6])=[O:5])[CH2:3][CH2:2]1.C(O)C.[OH-].[Na+]>O1CCCC1>[CH:1]1([S:4]([C:7]2[CH:8]=[CH:9][C:10]([CH:13]([C:21]3[NH:25][C:24]([C:26]([OH:28])=[O:27])=[CH:23][CH:22]=3)[CH2:14][CH:15]3[CH2:16][CH2:17][O:18][CH2:19][CH2:20]3)=[CH:11][CH:12]=2)(=[O:5])=[O:6])[CH2:3][CH2:2]1 |f:2.3|. Reported procedure: To a solution of ethyl 5-{1-[4-(cyclopropylsulfonyl)phenyl]-2-(tetrahydro-2H-pyran-4-yl)ethyl}-1H-pyrrole-2-carboxylate (1.5 g) in a mixed solvent of ethanol (15 mL) and tetrahydrofuran (15 ml) was added 1N aqueous sodium hydroxide solution (10 mL), and the mixture was stirred at 70° C. for 3 hr. After cooling to room temperature, the reaction mixture was concentrated, the residue was diluted with ethyl acetate, and 1N hydrochloric acid (10 mL) was added. The mixture was extracted with ethyl ace...